describe an organic reaction: reactants, conditions, products, and yield From a dataset of the Open Reaction Database (ORD), a public repository of structured organic reaction records. Reactants: N[C@@H](CC1=CC=C(C=C1)OC(C)(C)C)C(=O)N[C@@H](CSC(C1=CC=CC=C1)(C1=CC=CC=C1)C1=CC=CC=C1)C(=O)N[C@@H](CC(N)=O)C(=O)OC(C)(C)C (H-Tyr(tBu)-Cys(Trt)-Asn-OtBu), O (water). Run in FC(C(=O)O)(F)F (trifluoroacetic acid), C(C)S (ethyl mercaptan). Run at time 4 hour. The product is N[C@@H](CC1=CC=C(C=C1)O)C(=O)N[C@@H](CS)C(=O)N[C@@H](CC(N)=O)C(=O)O (H-Tyr-Cys-Asn-OH). As a reaction SMILES: [NH2:1][C@H:2]([C:15]([NH:17][C@H:18]([C:40]([NH:42][C@H:43]([C:48]([O:50]C(C)(C)C)=[O:49])[CH2:44][C:45](=[O:47])[NH2:46])=[O:41])[CH2:19][S:20]C(C1C=CC=CC=1)(C1C=CC=CC=1)C1C=CC=CC=1)=[O:16])[CH2:3][C:4]1[CH:9]=[CH:8][C:7]([O:10]C(C)(C)C)=[CH:6][CH:5]=1.O>FC(F)(F)C(O)=O.C(S)C>[NH2:1][C@H:2]([C:15]([NH:17][C@H:18]([C:40]([NH:42][C@H:43]([C:48]([OH:50])=[O:49])[CH2:44][C:45](=[O:47])[NH2:46])=[O:41])[CH2:19][SH:20])=[O:16])[CH2:3][C:4]1[CH:9]=[CH:8][C:7]([OH:10])=[CH:6][CH:5]=1. Reported procedure: 2.2 g (2.9 mmol) of H-Tyr(tBu)-Cys(Trt)-Asn-OtBu are dissolved in a mixture of 25 ml of trifluoroacetic acid and 25 ml of ethyl mercaptan. After 4 hours, the mixture is tipped into 250 ml of water. The aqueous solution is extracted 3 times with ether and freeze-dried. Yield 1.05 g (91%). The reactants are FC=1C=C(C=CC1[N+](=O)[O-])N1CCN(CC1)C(=O)OC(C)(C)C (tert-butyl 4-(3-fluoro-4-nitrophenyl)piperazine-1-carboxylate), C(C)(=O)O (acetic acid). Reagents/catalysts: [Zn] (zinc). Run in O1CCCC1.CO (tetrahydrofuran methanol). Conditions: time 1 hour. Yields the product NC1=C(C=C(C=C1)N1CCN(CC1)C(=O)OC(C)(C)C)F (tert-butyl 4-(4-amino-3-fluorophenyl)piperazine-1-carboxylate). Reaction SMILES: [F:1][C:2]1[CH:3]=[C:4]([N:11]2[CH2:16][CH2:15][N:14]([C:17]([O:19][C:20]([CH3:23])([CH3:22])[CH3:21])=[O:18])[CH2:13][CH2:12]2)[CH:5]=[CH:6][C:7]=1[N+:8]([O-])=O.C(O)(=O)C>[Zn].O1CCCC1.CO>[NH2:8][C:7]1[CH:6]=[CH:5][C:4]([N:11]2[CH2:16][CH2:15][N:14]([C:17]([O:19][C:20]([CH3:22])([CH3:21])[CH3:23])=[O:18])[CH2:13][CH2:12]2)=[CH:3][C:2]=1[F:1] |f:3.4|. Procedure details: A mixture of the product of Example 28A (1.6 g, 4.9 mmol), zinc dust (3.2 g, 49 mmol) and acetic acid (5.4 mL) in 1/1 tetrahydrofuran/methanol (100 mL) was stirred at ambient temperature for 1 hour. The mixture was filtered and the filtrate was diluted with water and adjusted to pH 9. The mixture was extracted with ethyl acetate and the combined organic phase was washed with brine, dried over sodium sulfate, filtered and concentrated. The residue was purified by flash chromatography on silica ge...